This data is from the Open Reaction Database (ORD), a public repository of structured organic reaction records. The task is: describe an organic reaction: reactants, conditions, products, and yield Starting materials: S([O-])(O)=O.[Na+] (sodium bisulfite), COC(C)(C)C (methyl-t-butyl ether), C(C1=CC=C(C=C1)OC)=O (p-anisaldehyde), [C-]#N.[Na+] (sodium cyanide). The solvent is O (water), O (Water). Reaction conditions: temperature 40 celsius, time 3 hour. Yields the product COC1=CC=C(C=C1)C(C#N)O (p-methoxybenzaldehyde cyanohydrin). RXN SMILES: S(=O)(O)[O-].[Na+].[CH:6](=[O:15])[C:7]1[CH:12]=[CH:11][C:10]([O:13][CH3:14])=[CH:9][CH:8]=1.[C-:16]#[N:17].[Na+].COC(C)(C)C>O>[CH3:14][O:13][C:10]1[CH:11]=[CH:12][C:7]([CH:6]([OH:15])[C:16]#[N:17])=[CH:8][CH:9]=1 |f:0.1,3.4|. Procedure: Water (720 ml), sodium bisulfite (81 g, 0.775 mol, 1.2 equiv) and p-anisaldehyde (88 g, 0.646 mol, 1.0 equiv) are combined, warmed to 40° C. and stirred for 3 hrs. The slurry is cooled to 5° C., and sodium cyanide (35 g, 0.711 mol, 1.1 equiv) in 140 ml water is added. The reaction is stirred for 2 hrs. at 5° C., then warmed to room temperature, and methyl-t-butyl ether (MTBE) (400 ml) added. The layers are separated after a brief stir, and the aqueous phase re-extracted with MTBE (100 ml). The c... The reactants are FC(C(C(C(F)(F)F)(C(F)(F)F)F)([O-])C(F)(F)F)(F)F.[K+] (potassium perfluoro-2,3-dimethyl-2-butanolate), FC(C(=O)Cl)=C (α-fluoroacryloyl chloride). The solvent is C(C)OCC (diethyl ether), C(C)OCC (diethyl ether). Yields the product FC(C(=O)OC(C(F)(F)F)(C(C(F)(F)F)(C(F)(F)F)F)C(F)(F)F)=C (perfluoro-2,3-dimethyl-2-butyl α-fluoroacrylate). The yield is 71.7%. Reaction SMILES: [F:1][C:2]([F:20])([F:19])[C:3]([C:15]([F:18])([F:17])[F:16])([O-:14])[C:4]([F:13])([C:9]([F:12])([F:11])[F:10])[C:5]([F:8])([F:7])[F:6].[K+].[F:22][C:23](=[CH2:27])[C:24](Cl)=[O:25]>C(OCC)C>[F:22][C:23](=[CH2:27])[C:24]([O:14][C:3]([C:15]([F:16])([F:17])[F:18])([C:4]([F:13])([C:5]([F:8])([F:7])[F:6])[C:9]([F:12])([F:11])[F:10])[C:2]([F:19])([F:20])[F:1])=[O:25] |f:0.1|. Procedure: A solution of 213.6 g (0.571 mol) of potassium perfluoro-2,3-dimethyl-2-butanolate in 250 ml of dry diethyl ether was added dropwise with stirring at a temperature of 25°0 C. to a solution of 62 g (0.571 mol) of α-fluoroacryloyl chloride (obtained according to Example 4) in 100 ml of dry diethyl ether in the course of 1 hour, and a colorless solid precipitated. The reaction mixture was stirred at a temperature of 25° C. for a further hour, and the solid was filtered off. The filtrate had added t... Reactants: C1(=CC=CC=C1)P(C1=CC=CC=C1)C1=CC=CC=C1 (triphenylphosphine), C(Cl)(Cl)(Cl)Cl (carbon tetrachloride), C(C1=CC=CC=C1)OC1=CC(=CC2=CC=C(C=C12)F)CO ((4-benzyloxy-6-fluoro-naphthalen-2-yl)-methanol). The solvent is O (water), O1CCCC1 (tetrahydrofuran). Run at time 10 minute. Yields the product C(C1=CC=CC=C1)OC1=CC(=CC2=CC=C(C=C12)F)CCl (1-benzyloxy-3-chloromethyl-7-fluoro-naphthalene). Isolated yield 87.5%. As a reaction SMILES: C1(P(C2C=CC=CC=2)C2C=CC=CC=2)C=CC=CC=1.[C:20]([Cl:24])(Cl)(Cl)Cl.[CH2:25]([O:32][C:33]1[C:42]2[C:37](=[CH:38][CH:39]=[C:40]([F:43])[CH:41]=2)[CH:36]=[C:35](CO)[CH:34]=1)[C:26]1[CH:31]=[CH:30][CH:29]=[CH:28][CH:27]=1>O1CCCC1.O>[CH2:25]([O:32][C:33]1[C:42]2[C:37](=[CH:38][CH:39]=[C:40]([F:43])[CH:41]=2)[CH:36]=[C:35]([CH2:20][Cl:24])[CH:34]=1)[C:26]1[CH:27]=[CH:28][CH:29]=[CH:30][CH:31]=1. Reported procedure: To a solution of triphenylphosphine (2.8 g, 10.6 mmol) in anhydrous tetrahydrofuran (16 mL) was added carbon tetrachloride (5 mL). After the mixture was stirred at room temperature for 10 minutes, (4-benzyloxy-6-fluoro-naphthalen-2-yl)-methanol (1.5 g, 5.3 mmol) was added as a solid under a nitrogen atmosphere. After being stirred at reflux for 2 hours, the resulting mixture was cooled to room temperature, diluted with water, and extracted with ethyl acetate (100 mL). The organic layer was washe... Reactants: C(C1=CC=CC=C1)OCCCCCCC(C(=O)OCC)CCCCCCOCC1=CC=CC=C1 (ethyl 2,2-bis(6-benzyloxyhexyl)acetate), [H-].[Al+3].[Li+].[H-].[H-].[H-] (lithium aluminium hydride), Cl (hydrochloric acid). The solvent is C(C)OCC (diethyl ether). Reaction conditions: time 1 hour. Product: C(C1=CC=CC=C1)OCCCCCCC(CO)CCCCCCOCC1=CC=CC=C1 (2,2-bis(6-benzyloxyhexyl)ethanol). The yield is 95.6%. RXN SMILES: [H-].[Al+3].[Li+].[H-].[H-].[H-].[CH2:7]([O:14][CH2:15][CH2:16][CH2:17][CH2:18][CH2:19][CH2:20][CH:21]([CH2:27][CH2:28][CH2:29][CH2:30][CH2:31][CH2:32][O:33][CH2:34][C:35]1[CH:40]=[CH:39][CH:38]=[CH:37][CH:36]=1)[C:22](OCC)=[O:23])[C:8]1[CH:13]=[CH:12][CH:11]=[CH:10][CH:9]=1.Cl>C(OCC)C>[CH2:7]([O:14][CH2:15][CH2:16][CH2:17][CH2:18][CH2:19][CH2:20][CH:21]([CH2:27][CH2:28][CH2:29][CH2:30][CH2:31][CH2:32][O:33][CH2:34][C:35]1[CH:36]=[CH:37][CH:38]=[CH:39][CH:40]=1)[CH2:22][OH:23])[C:8]1[CH:9]=[CH:10][CH:11]=[CH:12][CH:13]=1 |f:0.1.2.3.4.5|. Procedure details: First, 0.44 g of lithium aluminium hydride and 50 ml of diethyl ether were placed in a 100 ml flask. Then, 5.4 g of ethyl 2,2-bis(6-benzyloxyhexyl)acetate obtained in Example 2-(d) was added dropwise to the reaction mixture under ice water cooling. The reaction mixture was stirred for 1 hour at room temperature and for 1 hour under reflux. The reaction mixture was poured into cold diluted hydrochloric acid. An ether layer was washed with water and dried over anhydrous sodium sulfate. Thereafter,... Reactants: [I-].[Na+] (Sodium iodide), BrCC1=C(C=CC(=N1)N1C(C2=CC=CC=C2C1=O)=O)Cl (2-[6-(bromomethyl)-5-chloro-2-pyridinyl]-1H-isoindole-1,3(2H)-dione), P(OCC)(OCC)OCC (Triethyl phosphite). The solvent is CCC(=O)C (MEK). Conditions: time 20 minute. The product is ClC=1C(=NC(=CC1)N1C(C2=CC=CC=C2C1=O)=O)CP(OCC)(OCC)=O (Diethyl [[3-chloro-6-(1,3-dihydro-1,3-dioxo-2Hisoindol-2-yl)-2-pyridinyl]methyl]phosphonate). Reaction SMILES: Br[CH2:2][C:3]1[N:8]=[C:7]([N:9]2[C:17](=[O:18])[C:16]3[C:11](=[CH:12][CH:13]=[CH:14][CH:15]=3)[C:10]2=[O:19])[CH:6]=[CH:5][C:4]=1[Cl:20].[I-].[Na+].[P:23]([O:30]CC)([O:27][CH2:28][CH3:29])[O:24][CH2:25][CH3:26]>CCC(C)=O>[Cl:20][C:4]1[C:3]([CH2:2][P:23](=[O:30])([O:27][CH2:28][CH3:29])[O:24][CH2:25][CH3:26])=[N:8][C:7]([N:9]2[C:17](=[O:18])[C:16]3[C:11](=[CH:12][CH:13]=[CH:14][CH:15]=3)[C:10]2=[O:19])=[CH:6][CH:5]=1 |f:1.2|. Reported procedure: The product from Example 26 was dissolved in MEK (180 mL) and placed in a 500 mL flask under a N2 atmosphere. Sodium iodide (catalytic) was added to the reaction which was subsequently stirred at room temperature for 20 min. Triethyl phosphite (3.66 g, 22 mmol) was added to the reaction. The reaction was heated to reflux for 6 h, cooled to room temperature, and stirred an additional 16 h. The reaction was filtered and all solvent removed in vacuo to yield the crude title compound. Purification v... Starting materials: [Br-], [K+], c1ccc2c3c([nH]c2c1)C(c1ccc2c(c1)OCO2)NCC3, S=C=NCc1ccccc1. The product is S=C(NCc1ccccc1)N1CCc2c([nH]c3ccccc23)C1c1ccc2c(c1)OCO2. RXN SMILES: [Br-:33].[K+:34].[O:11]1[CH2:12][O:13][c:14]2[c:15]1[cH:16][cH:17][c:18]([CH:20]1[NH:21][CH2:22][CH2:23][c:24]3[c:25]4[cH:26][cH:27][cH:28][cH:29][c:30]4[nH:31][c:32]31)[cH:19]2.[S:1]=[C:2]=[N:3][CH2:4][c:5]1[cH:6][cH:7][cH:8][cH:9][cH:10]1>>[S:1]=[C:2]([NH:3][CH2:4][c:5]1[cH:6][cH:7][cH:8][cH:9][cH:10]1)[N:21]1[CH:20]([c:18]2[cH:17][cH:16][c:15]3[c:14]([cH:19]2)[O:13][CH2:12][O:11]3)[c:32]2[c:24]([c:25]3[cH:26][cH:27][cH:28][cH:29][c:30]3[nH:31]2)[CH2:23][CH2:22]1. Reactants: Cc1ccccc1, O, Cc1oc(-c2ccccc2)nc1CCC(O)c1ccc(CCC2OC(=O)NC2=O)cc1, Cc1ccc(S(=O)(=O)O)cc1. The product is Cc1oc(-c2ccccc2)nc1CC=Cc1ccc(CCC2OC(=O)NC2=O)cc1. Reaction SMILES: [CH3:44][c:45]1[cH:46][cH:47][cH:48][cH:49][cH:50]1.[OH2:32].[OH:1][CH:2]([CH2:3][CH2:4][c:5]1[n:6][c:7](-[c:11]2[cH:12][cH:13][cH:14][cH:15][cH:16]2)[o:8][c:9]1[CH3:10])[c:17]1[cH:18][cH:19][c:20]([CH2:23][CH2:24][CH:25]2[C:26](=[O:31])[NH:27][C:28](=[O:30])[O:29]2)[cH:21][cH:22]1.[c:33]1([CH3:34])[cH:35][cH:36][c:37]([S:38]([OH:39])(=[O:40])=[O:41])[cH:42][cH:43]1>>[CH:2](=[CH:3][CH2:4][c:5]1[n:6][c:7](-[c:11]2[cH:12][cH:13][cH:14][cH:15][cH:16]2)[o:8][c:9]1[CH3:10])[c:17]1[cH:18][cH:19][c:20]([CH2:23][CH2:24][CH:25]2[C:26](=[O:31])[NH:27][C:28](=[O:30])[O:29]2)[cH:21][cH:22]1. Starting materials: cuprous bromide, C(C)Br (ethyl bromide), C(C)Br (ethyl bromide), ClCC\C=C/CCCCCCCCCC (1-chloro-cis-3-tetradecene), [Mg] (magnesium), [Cl-].[NH4+] (ammonium chloride), Grignard reagent. The solvent is O1CCCC1 (tetrahydrofuran), O1CCCC1 (tetrahydrofuran), O1CCCC1 (tetrahydrofuran). Conditions: temperature 0 celsius, time 2 hour. The product is CCCC\C=C/CCCCCCCCCC (cis-5-hexadecene). The yield is 915.2%. RXN SMILES: [Mg].[CH2:2](Br)[CH3:3].Cl[CH2:6][CH2:7]/[CH:8]=[CH:9]\[CH2:10][CH2:11][CH2:12][CH2:13][CH2:14][CH2:15][CH2:16][CH2:17][CH2:18][CH3:19].[Cl-].[NH4+]>O1CCCC1>[CH3:6][CH2:7][CH2:8][CH2:9]/[CH:10]=[CH:11]\[CH2:12][CH2:13][CH2:14][CH2:15][CH2:16][CH2:17][CH2:18][CH2:19][CH2:2][CH3:3] |f:3.4|. Procedure: A 1-liter reactor was charged with 5.0 g (0.206 mole) of magnesium and 90 g of tetrahydrofuran, and the reaction was initiated by adding 2 g of ethyl bromide and 46 g (0.2 mole) of 1-chloro-cis-3-tetradecene dropwise thereto under an atmosphere of nitrogen. After completion of the addition, the mixture was stirred for 2 hours under reflux of tetrahydrofuran and the resulting liquid was transferred to a 300-ml dropping funnel. Next, 30 g of tetrahydrofuran, 0.5 g of cuprous bromide and 22 g (0.20...